Dataset: the Open Reaction Database (ORD), a public repository of structured organic reaction records. Task: describe an organic reaction: reactants, conditions, products, and yield Starting materials: ClC1=CC=CC2=C1C(N(CC=1N2C=NC1C(=O)O)C)=O (7-chloro-5,6-dihydro-5-methyl-6-oxo-4H-imidazo[1,5-a][1,4]benzodiazepine-3-carboxylic acid), C(=O)=O (carbon dioxide). The solvent is C(Cl)(Cl)Cl (chloroform). The product is ClC1=CC=CC2=C1C(N(CC=1N2C=NC1)C)=O (7-chloro-4,5-dihydro-5-methyl-6H-imidazo[1,5-a][1,4]benzodiazepin-6-one). Reaction SMILES: [Cl:1][C:2]1[C:7]2[C:8](=[O:20])[N:9]([CH3:19])[CH2:10][C:11]3[N:12]([CH:13]=[N:14][C:15]=3C(O)=O)[C:6]=2[CH:5]=[CH:4][CH:3]=1.C(=O)=O>C(Cl)(Cl)Cl>[Cl:1][C:2]1[C:7]2[C:8](=[O:20])[N:9]([CH3:19])[CH2:10][C:11]3[N:12]([CH:13]=[N:14][CH:15]=3)[C:6]=2[CH:5]=[CH:4][CH:3]=1. Procedure: 2.69 g of 7-chloro-5,6-dihydro-5-methyl-6-oxo-4H-imidazo[1,5-a][1,4]benzodiazepine-3-carboxylic acid are heated to 290°. After completion of the carbon dioxide evolution, the brown melt is cooled and taken up in chloroform. This solution is filtered over a silica gel column and evaporated. There is obtained 7-chloro-4,5-dihydro-5-methyl-6H-imidazo[1,5-a][1,4]benzodiazepin-6-one of melting point 200°-201°. The yield is 28.6%. The reactants are C(C)(C)(C)NS(=O)(=O)C=1C=NN2C1N=CC(=C2NC2=C(C=CC(=C2)C)Cl)C(=O)OCC (Ethyl 3-(N-tert-butylsulfamoyl)-7-(2-chloro-5-methylphenylamino)pyrazolo[1,5-a]pyrimidine-6-carboxylate), FC1=CC=C(C=C1)C1CCNCC1 (4-(4-fluorophenyl)piperidine). RXN SMILES: [C:1]([NH:5][S:6]([C:9]1[CH:10]=[N:11][N:12]2[C:17]([NH:18][C:19]3[CH:24]=[C:23]([CH3:25])[CH:22]=[CH:21][C:20]=3[Cl:26])=[C:16]([C:27](OCC)=[O:28])[CH:15]=[N:14][C:13]=12)(=[O:8])=[O:7])([CH3:4])([CH3:3])[CH3:2].[F:32][C:33]1[CH:38]=[CH:37][C:36]([CH:39]2[CH2:44][CH2:43][NH:42][CH2:41][CH2:40]2)=[CH:35][CH:34]=1>>[C:1]([NH:5][S:6]([C:9]1[CH:10]=[N:11][N:12]2[C:17]([NH:18][C:19]3[CH:24]=[C:23]([CH3:25])[CH:22]=[CH:21][C:20]=3[Cl:26])=[C:16]([C:27]([N:42]3[CH2:43][CH2:44][CH:39]([C:36]4[CH:35]=[CH:34][C:33]([F:32])=[CH:38][CH:37]=4)[CH2:40][CH2:41]3)=[O:28])[CH:15]=[N:14][C:13]=12)(=[O:8])=[O:7])([CH3:4])([CH3:2])[CH3:3]. Procedure: Using ethyl 3-(N-tert-butylsulfamoyl)-7-(2-chloro-5-methylphenylamino)pyrazolo[1,5-a]pyrimidine-6-carboxylate (2.31 g, 4.96 mmol) obtained in step 3 and 4-(4-fluorophenyl)piperidine (0.92 g, 5.14 mmol) instead of 4-phenylpiperidine, and in the same manner as in Example 1 step 4, the title compound (0.85 g, 41%) was obtained. Product: C(C)(C)(C)NS(=O)(=O)C=1C=NN2C1N=CC(=C2NC2=C(C=CC(=C2)C)Cl)C(=O)N2CCC(CC2)C2=CC=C(C=C2)F (N-tert-butyl-7-(2-chloro-5-methylphenylamino)-6-[4-(4-fluorophenyl)piperidine-1-carbonyl]pyrazolo[1,5-a]pyrimidine-3-sulfonamide).